This data is from the Open Reaction Database (ORD), a public repository of structured organic reaction records. The task is: describe an organic reaction: reactants, conditions, products, and yield The reactants are O=C1CCC2CN(Cc3ccccc3)CC12, O=C(Cl)OCc1ccccc1, ClCCl. Product: O=C1CCC2CN(C(=O)OCc3ccccc3)CC12. RXN SMILES: [CH2:1]([c:2]1[cH:3][cH:4][cH:5][cH:6][cH:7]1)[N:8]1[CH2:9][CH:10]2[CH:11]([CH2:12]1)[CH2:13][CH2:14][C:15]2=[O:16].[Cl:17][C:18](=[O:19])[O:20][CH2:21][c:22]1[cH:23][cH:24][cH:25][cH:26][cH:27]1.[Cl:28][CH2:29][Cl:30]>>[N:8]1([C:18](=[O:19])[O:20][CH2:21][c:22]2[cH:23][cH:24][cH:25][cH:26][cH:27]2)[CH2:9][CH:10]2[CH:11]([CH2:12]1)[CH2:13][CH2:14][C:15]2=[O:16]. Starting materials: BrC1=CC=C(C=C1)C1=C(C(=NO1)C)[C@@H](CS(=O)(=O)CC1=CC=CC=C1)O ((S)-1-[5-(4-bromo-phenyl)-3-methyl-isoxazol-4-yl]-2-phenylmethanesulfonyl-ethanol), C(C)OC(=O)C1(CC1)C1=CC=C(C=C1)B1OC(C(O1)(C)C)(C)C (1-[4-(4,4,5,5-tetramethyl-[1,3,2]dioxaborolan-2-yl)-phenyl]-cyclopropanecarboxylic acid ethyl ester). Yields the product C(C)OC(=O)C1(CC1)C1=CC=C(C=C1)C1=CC=C(C=C1)C1=C(C(=NO1)C)[C@@H](CS(=O)(=O)CC1=CC=CC=C1)O (1-{4′-[4-((S)-1-Hydroxy-2-phenylmethanesulfonyl-ethyl)-3-methyl-isoxazol-5-yl]-biphenyl-4-yl}-cyclopropanecarboxylic acid ethyl ester). As a reaction SMILES: Br[C:2]1[CH:7]=[CH:6][C:5]([C:8]2[O:12][N:11]=[C:10]([CH3:13])[C:9]=2[C@H:14]([OH:26])[CH2:15][S:16]([CH2:19][C:20]2[CH:25]=[CH:24][CH:23]=[CH:22][CH:21]=2)(=[O:18])=[O:17])=[CH:4][CH:3]=1.[CH2:27]([O:29][C:30]([C:32]1([C:35]2[CH:40]=[CH:39][C:38](B3OC(C)(C)C(C)(C)O3)=[CH:37][CH:36]=2)[CH2:34][CH2:33]1)=[O:31])[CH3:28]>>[CH2:27]([O:29][C:30]([C:32]1([C:35]2[CH:40]=[CH:39][C:38]([C:2]3[CH:7]=[CH:6][C:5]([C:8]4[O:12][N:11]=[C:10]([CH3:13])[C:9]=4[C@H:14]([OH:26])[CH2:15][S:16]([CH2:19][C:20]4[CH:21]=[CH:22][CH:23]=[CH:24][CH:25]=4)(=[O:18])=[O:17])=[CH:4][CH:3]=3)=[CH:37][CH:36]=2)[CH2:33][CH2:34]1)=[O:31])[CH3:28]. Procedure: Prepared according to the procedure described in Example 110, Step 3, using (S)-1-[5-(4-bromo-phenyl)-3-methyl-isoxazol-4-yl]-2-phenylmethanesulfonyl-ethanol and 1-[4-(4,4,5,5-tetramethyl-[1,3,2]dioxaborolan-2-yl)-phenyl]-cyclopropanecarboxylic acid ethyl ester. The reactants are C([O-])([O-])=O.[K+].[K+] (Potassium carbonate), N1(CCC1)C(=O)C1=CC=C(C=N1)OC=1C=C(C(=O)NC2=NC=C(N=C2)C)C=C(C1)OC1C(OCC1)=O (3-[6-(azetidine-1-carbonyl)pyridin-3-yl]oxy-N-(5-methylpyrazin-2-yl)-5-(2-oxooxolan-3-yl)oxy-benzamide), N1(CCC1)C(=O)C1=CC=C(C=N1)OC=1C=C(C(=O)NC2=NC=C(N=C2)C)C=C(C1)OC1C(OCC1)=O (3-[6-(azetidine-1-carbonyl)pyridin-3-yl]oxy-N-(5-methylpyrazin-2-yl)-5-(2-oxooxolan-3-yl)oxy-benzamide), C(C)O (ethanol). Run at time 4 hour. Product: N1(CCC1)C(=O)C1=CC=C(C=N1)OC=1C=C(OC(C(=O)OCC)CCO)C=C(C1)C(NC1=NC=C(N=C1)C)=O (Ethyl 2-[3-[6-(azetidine-1-carbonyl)pyridin-3-yl]oxy-5-[(5-methylpyrazin-2-yl)carbamoyl]phenoxy]-4-hydroxy-butanoate). RXN SMILES: [C:1](=[O:4])([O-])[O-:2].[K+].[K+].[N:7]1([C:11]([C:13]2[N:18]=[CH:17][C:16]([O:19][C:20]3[CH:21]=[C:22]([CH:33]=[C:34]([O:36][CH:37]4[CH2:41][CH2:40][O:39]C4=O)[CH:35]=3)[C:23]([NH:25][C:26]3[CH:31]=[N:30][C:29]([CH3:32])=[CH:28][N:27]=3)=[O:24])=[CH:15][CH:14]=2)=[O:12])[CH2:10][CH2:9][CH2:8]1.[CH2:43](O)[CH3:44]>>[N:7]1([C:11]([C:13]2[N:18]=[CH:17][C:16]([O:19][C:20]3[CH:35]=[C:34]([CH:33]=[C:22]([C:23](=[O:24])[NH:25][C:26]4[CH:31]=[N:30][C:29]([CH3:32])=[CH:28][N:27]=4)[CH:21]=3)[O:36][CH:37]([CH2:41][CH2:40][OH:39])[C:1]([O:2][CH2:43][CH3:44])=[O:4])=[CH:15][CH:14]=2)=[O:12])[CH2:8][CH2:9][CH2:10]1 |f:0.1.2|. Reported procedure: Potassium carbonate (113 mg, 0.82 mmol) was added to a solution of 3-[6-(azetidine-1-carbonyl)pyridin-3-yl]oxy-N-(5-methylpyrazin-2-yl)-5-(2-oxooxolan-3-yl)oxy-benzamide (Intermediate 29) (800 mg, 1.6 mmol) in ethanol (80 mL) at 0° C. under nitrogen. The reaction was allowed to warm to RT and stirred for 4 hours. The reaction mixture was filtered through silica, washing well with ethyl acetate, and concentrated to afford crude product which was used directly in the next stage without further pur... The reactants are [H][H], O=[N+]([O-])c1cccc2c1OC(C(Cl)C(F)(F)F)(C(F)(F)F)O2, C1CCOC1. As a reaction SMILES: [H:28][H:29].[N+:1]([O-:2])(=[O:3])[c:4]1[cH:5][cH:6][cH:7][c:8]2[c:12]1[O:11][C:10]([C:13]([F:14])([F:15])[F:16])([CH:17]([C:18]([F:19])([F:20])[F:21])[Cl:22])[O:9]2.[O:23]1[CH2:24][CH2:25][CH2:26][CH2:27]1>>[NH2:1][c:4]1[cH:5][cH:6][cH:7][c:8]2[c:12]1[O:11][C:10]([C:13]([F:14])([F:15])[F:16])([CH:17]([C:18]([F:19])([F:20])[F:21])[Cl:22])[O:9]2. Product: Nc1cccc2c1OC(C(Cl)C(F)(F)F)(C(F)(F)F)O2. Solvent: ClCCl (dichloromethane), C(C)(=O)OCC (ethyl acetate). Yields the product OC1=C(C=C(C(=O)N(C(C)C)C(C)C)C=C1)OC (4-hydroxy-3-methoxy-N,N-bis(1-methylethyl)benzamide). Reactants: OC1=C(C=C(C(=O)O)C=C1)OC (4-hydroxy-3-methoxy-benzoic acid), S(=O)(Cl)Cl (thionyl chloride), CN(C=O)C (N,N-dimethylformamide), C(C)(C)NC(C)C (diisopropylamine). Procedure details: A stirred solution of 4-hydroxy-3-methoxy-benzoic acid (5 g, 29.7 mmol) in 35 mL of dichloromethane is treated with thionyl chloride (20 mL, 377 mmol) and N,N-dimethylformamide (1.0 mL, 12.9 mmol). This solution is refluxed for 45 minutes and concentrated in vacuo. The resulting material is dissolved in 125 mL of dichloromethane and treated with diisopropylamine (20 mL, 143 mmol). After stirring at room temperature for 5 minutes, the reaction is diluted with ethyl acetate and filtered. The filtr... Reaction SMILES: [OH:1][C:2]1[CH:10]=[CH:9][C:5]([C:6]([OH:8])=O)=[CH:4][C:3]=1[O:11][CH3:12].S(Cl)(Cl)=O.CN(C)C=O.[CH:22]([NH:25][CH:26]([CH3:28])[CH3:27])([CH3:24])[CH3:23]>ClCCl.C(OCC)(=O)C>[OH:1][C:2]1[CH:10]=[CH:9][C:5]([C:6]([N:25]([CH:26]([CH3:28])[CH3:27])[CH:22]([CH3:24])[CH3:23])=[O:8])=[CH:4][C:3]=1[O:11][CH3:12]. Reaction conditions: time 5 minute. Starting materials: OC1=C(C(N(C(=C1)C)C)=O)C(C=CC1=CC(=CC=C1)C(=O)O)=O (4-hydroxy-3-[3-(3-carboxyphenyl)-1-oxo-2-propenyl]-1,6-dimethyl-2(1H)-pyridinone), ON1C(CCC1=O)=O (N-hydroxysuccinimide), C1(CCCCC1)N=C=NC1CCCCC1 (dicyclohexylcarbodiimide), CO (methanol). The solvent is CN(C=O)C (dimethylformamide), CN(C=O)C (dimethylformamide). Run at time 8 hour. Product: OC1=C(C(N(C(=C1)C)C)=O)C(C=CC1=CC(=CC=C1)C(=O)NCCO)=O (4-hydroxy-3-[3-[3-[(2-hydroxyethyl)aminocarbonyl]phenyl]-1-oxo-2-propenyl]-1,6-dimethyl-2(1H)-pyridinone). Isolated yield 34.3%. As a reaction SMILES: [OH:1][C:2]1[CH:7]=[C:6]([CH3:8])[N:5]([CH3:9])[C:4](=[O:10])[C:3]=1[C:11](=[O:23])[CH:12]=[CH:13][C:14]1[CH:19]=[CH:18][CH:17]=[C:16]([C:20]([OH:22])=O)[CH:15]=1.ON1[C:29](=[O:30])[CH2:28]CC1=O.C1([N:38]=C=NC2CCCCC2)CCCCC1.CO>CN(C)C=O>[OH:1][C:2]1[CH:7]=[C:6]([CH3:8])[N:5]([CH3:9])[C:4](=[O:10])[C:3]=1[C:11](=[O:23])[CH:12]=[CH:13][C:14]1[CH:19]=[CH:18][CH:17]=[C:16]([C:20]([NH:38][CH2:28][CH2:29][OH:30])=[O:22])[CH:15]=1. Procedure details: To a mixed solution of 1.57 g of 4-hydroxy-3-[3-(3-carboxyphenyl)-1-oxo-2-propenyl]-1,6-dimethyl-2(1H)-pyridinone, 50 ml of dimethylformamide and 0.58 g of N-hydroxysuccinimide was added a solution of 1.03 g of dicyclohexylcarbodiimide in 5 ml of dimethylformamide, and this was stirred at room temperature overnight. Insolubles were filtered, 0.33 ml of ethanolamine was added to the filtrate, and this was stirred at room temperature for 2.5 hours. To the residue obtained by concentration under re... The reactants are O=C([O-])[O-], Cc1n[nH]c(C)c1Cc1sc2c(c1C(=O)N1CC(O)CO1)c(=O)n(C)c(=O)n2CC(C)C, CN(C)C=O, CC(C)I, [K+], [K+], O. Yields the product Cc1nn(C(C)C)c(C)c1Cc1sc2c(c1C(=O)N1CC(O)CO1)c(=O)n(C)c(=O)n2CC(C)C. As a reaction SMILES: [C:5](=[O:6])([O-:7])[O-:8].[CH3:11][c:12]1[n:13][nH:14][c:15]([CH3:42])[c:16]1[CH2:17][c:18]1[c:19]([C:34](=[O:35])[N:36]2[O:37][CH2:38][CH:39]([OH:41])[CH2:40]2)[c:20]2[c:21]([n:22]([CH2:29][CH:30]([CH3:31])[CH3:32])[c:23](=[O:28])[n:24]([CH3:27])[c:25]2=[O:26])[s:33]1.[CH3:43][N:44]([CH3:45])[CH:46]=[O:47].[I:1][CH:2]([CH3:3])[CH3:4].[K+:10].[K+:9].[OH2:48]>>[CH:2]([CH3:3])([CH3:4])[n:13]1[c:12]([CH3:11])[c:16]([CH2:17][c:18]2[c:19]([C:34](=[O:35])[N:36]3[O:37][CH2:38][CH:39]([OH:41])[CH2:40]3)[c:20]3[c:21]([n:22]([CH2:29][CH:30]([CH3:31])[CH3:32])[c:23](=[O:28])[n:24]([CH3:27])[c:25]3=[O:26])[s:33]2)[c:15]([CH3:42])[n:14]1. Reactants: CC(C)(C)OC(=O)c1ccc(S(N)(=O)=O)cc1, CC(C)(C)OC(=O)c1cccc(S(N)(=O)=O)c1, O=C1CN(S(=O)(=O)c2ccc(C(=O)O)cc2)C(=O)C(Cc2ccccc2)CN1. Yields the product COC(=O)c1ccc(S(=O)(=O)N2CC(=O)NCC(Cc3ccccc3)C2=O)cc1. Reaction SMILES: [C:29]([O:30][C:31]([c:32]1[cH:33][cH:34][c:35]([S:36]([NH2:37])(=[O:38])=[O:39])[cH:40][cH:41]1)=[O:42])([CH3:43])([CH3:44])[CH3:45].[C:46]([O:47][C:48]([c:49]1[cH:50][c:51]([S:52]([NH2:53])(=[O:54])=[O:55])[cH:56][cH:57][cH:58]1)=[O:59])([CH3:60])([CH3:61])[CH3:62].[CH2:1]([c:2]1[cH:3][cH:4][cH:5][cH:6][cH:7]1)[CH:8]1[CH2:9][NH:10][C:11](=[O:28])[CH2:12][N:13]([S:16](=[O:17])(=[O:18])[c:19]2[cH:20][cH:21][c:22]([C:23](=[O:24])[OH:25])[cH:26][cH:27]2)[C:14]1=[O:15]>>[CH2:1]([c:2]1[cH:3][cH:4][cH:5][cH:6][cH:7]1)[CH:8]1[CH2:9][NH:10][C:11](=[O:28])[CH2:12][N:13]([S:16](=[O:17])(=[O:18])[c:19]2[cH:20][cH:21][c:22]([C:23](=[O:24])[O:25][CH3:29])[cH:26][cH:27]2)[C:14]1=[O:15]. The reactants are COC1=CC2=C(CCCC(C2)=O)C=C1 (3-methoxy-6,7,8,9-tetrahydro-5H-benzocyclohepten-6-one), [BH4-].[Na+] (sodium borohydride). The solvent is CO (methanol). Conditions: time 40 minute. The product is COC1=CC2=C(CCCC(C2)O)C=C1 (3-methoxy-6,7,8,9-tetrahydro-5H-benzocyclohepten-6-ol). As a reaction SMILES: [CH3:1][O:2][C:3]1[CH:14]=[CH:13][C:6]2[CH2:7][CH2:8][CH2:9][C:10](=[O:12])[CH2:11][C:5]=2[CH:4]=1.[BH4-].[Na+]>CO>[CH3:1][O:2][C:3]1[CH:14]=[CH:13][C:6]2[CH2:7][CH2:8][CH2:9][CH:10]([OH:12])[CH2:11][C:5]=2[CH:4]=1 |f:1.2|. Procedure details: To a solution of 3-methoxy-6,7,8,9-tetrahydro-5H-benzocyclohepten-6-one (220 g) in methanol (1300 ml) was added portionwise sodium borohydride (22.0 g) at 6° C.-30° C., and then the reaction mixture was stirred for 40 minutes and evaporated in vacuo. The residue was partitioned between ethyl acetate (1 l) and water (1 l). The organic layer was washed with 1N hydrochloric acid (500 ml), aqueous sodium hydrogen carbonate (500 ml), and brine (200 ml), and dried over magnesium sulfate. The solvent w...